This data is from the Open Reaction Database (ORD), a public repository of structured organic reaction records. The task is: describe an organic reaction: reactants, conditions, products, and yield Starting materials: C1(=CC=CC=C1)P(C1=CC=CC=C1)C1=CC=CC=C1 (triphenylphosphine), CC1(CC(CC(C1)=O)=O)C (5,5-dimethyl-1,3-cyclohexanedione), C(C=C)OC(=O)O[C@H](C)OC(=O)C=1N2C(CC2C(C1S[C@H]1C[C@H](N(C1)C(=O)OCC=C)COCCF)C)=O ((1R)-1-allyloxycarbonyloxyethyl-3-[(2S,4S)-1-allyloxycarbonyl-2-(2- fluoroethyl)oxymethylpyrrolidin-4-yl]thio-4-methyl-7-oxo-1-azabicyclo[3.2.0]hept-2-ene-2-carboxylate), C(C)O (ethanol). Reagents/catalysts: C=1C=CC(=CC1)[P](C=2C=CC=CC2)(C=3C=CC=CC3)[Pd]([P](C=4C=CC=CC4)(C=5C=CC=CC5)C=6C=CC=CC6)([P](C=7C=CC=CC7)(C=8C=CC=CC8)C=9C=CC=CC9)[P](C=1C=CC=CC1)(C=1C=CC=CC1)C=1C=CC=CC1 (tetrakis(triphenylphosphine)palladium(0)). Run in CC(CC(C)=O)C (4-methyl-2-pentanone), O (water), C(C)(=O)OCC (ethyl acetate), O (water). Product: FCCOC[C@H]1NC[C@H](C1)SC1=C(N2C([C@@H]([C@H]2[C@H]1C)[C@@H](C)O)=O)C(=O)O ((4R,5S,6S)-3-[(2S,4S)-2-(2-fluoroethyl)oxymethylpyrrolidin-4-yl]thio-6-[(1R)-1-hydroxyethyl]-4-methyl-7-oxo-1-azabicyclo[3.2.0]hept-2-ene-2-carboxylic acid). RXN SMILES: C(OC(O[C@@H]([O:10][C:11]([C:13]1[N:14]2[CH:17]([CH:18]([CH3:37])[C:19]=1[S:20][C@@H:21]1[CH2:25][N:24](C(OCC=C)=O)[C@H:23]([CH2:32][O:33][CH2:34][CH2:35][F:36])[CH2:22]1)[CH2:16][C:15]2=[O:38])=[O:12])C)=O)C=C.[CH2:39]([OH:41])[CH3:40].C1(P(C2C=CC=CC=2)C2C=CC=CC=2)C=CC=CC=1.CC1(C)CC(=O)CC(=O)C1>CC(C)CC(=O)C.C(OCC)(=O)C.O.C1C=CC([P]([Pd]([P](C2C=CC=CC=2)(C2C=CC=CC=2)C2C=CC=CC=2)([P](C2C=CC=CC=2)(C2C=CC=CC=2)C2C=CC=CC=2)[P](C2C=CC=CC=2)(C2C=CC=CC=2)C2C=CC=CC=2)(C2C=CC=CC=2)C2C=CC=CC=2)=CC=1>[F:36][CH2:35][CH2:34][O:33][CH2:32][C@@H:23]1[CH2:22][C@H:21]([S:20][C:19]2[C@H:18]([CH3:37])[C@H:17]3[N:14]([C:15](=[O:38])[C@@H:16]3[C@H:39]([OH:41])[CH3:40])[C:13]=2[C:11]([OH:10])=[O:12])[CH2:25][NH:24]1 |^1:88,90,109,128|. Reported procedure: To a solution of allyl (4R,5S,6S)-6-[(1R)-1-allyloxycarbonyloxyethyl-3-[(2S,4S)-1-allyloxycarbonyl-2-(2- fluoroethyl)oxymethylpyrrolidin-4-yl]thio-4-methyl-7-oxo-1-azabicyclo[3.2.0]hept-2-ene-2-carboxylate (350 mg) in a mixture of 4-methyl-2-pentanone (4.2 ml), ethanol (2.1 ml) and water (170 μl) was added triphenylphosphine (16 mg), 5,5-dimethyl-1,3-cyclohexanedione (255 mg) and tetrakis(triphenylphosphine)palladium(0) (68 mg) at room temperature for 3 hours under nitrogen atmosphere. Evaporati... Starting materials: C=CC(=O)OCC, CC#N, Cn1nc(-c2cc(N)c(Cl)cc2F)c(Cl)c1OC(F)F, Cl[Cu]Cl, Cl, CC(C)(C)ON=O. Product: CCOC(=O)C(Cl)Cc1cc(-c2nn(C)c(OC(F)F)c2Cl)c(F)cc1Cl. As a reaction SMILES: [C:29]([CH:30]=[CH2:31])(=[O:32])[O:33][CH2:34][CH3:35].[CH3:36][C:37]#[N:38].[CH3:8][n:9]1[n:10][c:11](-[c:19]2[c:20]([F:27])[cH:21][c:22]([Cl:26])[c:23]([NH2:25])[cH:24]2)[c:12]([Cl:18])[c:13]1[O:14][CH:15]([F:16])[F:17].[Cl:39][Cu:40][Cl:41].[ClH:28].[N:1]([O:2][C:3]([CH3:4])([CH3:5])[CH3:6])=[O:7]>>[CH3:8][n:9]1[n:10][c:11](-[c:19]2[c:20]([F:27])[cH:21][c:22]([Cl:26])[c:23]([CH2:31][CH:30]([Cl:28])[C:29](=[O:32])[O:33][CH2:34][CH3:35])[cH:24]2)[c:12]([Cl:18])[c:13]1[O:14][CH:15]([F:16])[F:17]. The reactants are C(CC)N(C(=S)N)C1=C2C=CC=NC2=CC=C1 (N-propyl-N-quinol-5-ylthiourea), C(CC)N(C(=S)N)C1=C2C=CC=NC2=CC=C1 (N-propyl-N-quinol-5-ylthiourea), BrC(C(=O)C1=C(C=C(C=C1)Cl)OC)C (2-bromo-1-(4-chloro-2-methoxyphenyl)propan-1-one). Run in C(C)O (ethanol). Product: Cl.ClC1=CC(=C(C=C1)C=1N=C(SC1C)N(C1=C2C=CC=NC2=CC=C1)CCC)OC (4-(4-Chloro-2-methoxyphenyl)-5-methyl-2-(N-propyl-N-quinol-5-ylamino)thiazole hydrochloride). Yield: 110.9%. As a reaction SMILES: [CH2:1]([N:4]([C:8]1[CH:17]=[CH:16][CH:15]=[C:14]2[C:9]=1[CH:10]=[CH:11][CH:12]=[N:13]2)[C:5]([NH2:7])=[S:6])[CH2:2][CH3:3].Br[CH:19]([CH3:31])[C:20]([C:22]1[CH:27]=[CH:26][C:25]([Cl:28])=[CH:24][C:23]=1[O:29][CH3:30])=O>C(O)C>[ClH:28].[Cl:28][C:25]1[CH:26]=[CH:27][C:22]([C:20]2[N:7]=[C:5]([N:4]([CH2:1][CH2:2][CH3:3])[C:8]3[CH:17]=[CH:16][CH:15]=[C:14]4[C:9]=3[CH:10]=[CH:11][CH:12]=[N:13]4)[S:6][C:19]=2[CH3:31])=[C:23]([O:29][CH3:30])[CH:24]=1 |f:3.4|. Procedure details: A solution containing 0.4 g of N-propyl-N-quinol-5-ylthiourea (Compound 31) and 0.5 g of 2-bromo-1-(4-chloro-2-methoxyphenyl)propan-1-one in 15 ml of ethanol is heated at reflux for 6 hours. The reaction mixture is evaporated to dryness and then, successively, the residue is taken up in water, basified with 33% sodium hydroxide and extracted with ethyl acetate. The residue is purified on a column of silica gel eluted with a 1/1 (v/v) ethyl acetate/hexane mixture, to provide 0.46 g of a yellow oi... Reactants: Polyphosphoric acid, ice water, [N+](=O)([O-])C=1C(=NNC1)C(=O)O (4-nitro-3-pyrazole carboxylic acid), NC1=C(C=C(C(=C1)C)C)N (1,2-diamino-4,5-dimethylbenzene). Run in [OH-].[NH4+] (ammonium hydroxide). Conditions: temperature 70 celsius. The product is NC1=C(C=C(C(=C1)C)C)NC(=O)C1=NNC=C1[N+](=O)[O-] (4-nitro-1H-pyrazole-3-carboxylic acid (2-amino-4,5-dimethylphenyl)amide). As a reaction SMILES: [N+:1]([C:4]1[C:5]([C:9]([OH:11])=O)=[N:6][NH:7][CH:8]=1)([O-:3])=[O:2].[NH2:12][C:13]1[CH:18]=[C:17]([CH3:19])[C:16]([CH3:20])=[CH:15][C:14]=1[NH2:21]>[OH-].[NH4+]>[NH2:12][C:13]1[CH:18]=[C:17]([CH3:19])[C:16]([CH3:20])=[CH:15][C:14]=1[NH:21][C:9]([C:5]1[C:4]([N+:1]([O-:3])=[O:2])=[CH:8][NH:7][N:6]=1)=[O:11] |f:2.3|. Procedure details: Method B Polyphosphoric acid (500 g) was added to a 1 L flask equipped with an overhead stirrer and heated to 70° C. under nitrogen. A blended mixture of 4-nitro-3-pyrazole carboxylic acid (50 g) and 1,2-diamino-4,5-dimethylbenzene (43.4 g) was added and the mixture was heated to 180° C. After 1 hour at this temperature the reaction mixture was cooled to 130° C. and poured into ice water (2.5 kg). This mixture was stirred with an overhead stirrer and then treated with aqueous ammonium hydroxide ... Starting materials: C(C)N(C(C)C)C(C)C (N-ethyldiisopropylamine), CN(C)C1=NC=CC=C1 (dimethylaminopyridine), COC=1C=C(C(=O)Cl)C=CC1OC (3,4-dimethoxybenzoyl chloride), CC1=NC(=NC(=C1)C)OC(C(=O)O)C(C1=CC=CC=C1)(C1=CC=CC=C1)OCCN (2-(4,6-dimethylpyrimidin-2-yloxy)-3-(2-aminoethoxy)-3,3-diphenylpropionic acid). The solvent is C(Cl)Cl (methylene chloride), C(C)OCC (diethyl ether). Reaction conditions: time 4 day. Yields the product CC1=NC(=NC(=C1)C)OC(C(=O)O)C(C1=CC=CC=C1)(C1=CC=CC=C1)OCCNC(C1=CC(=C(C=C1)OC)OC)=O (2-(4,6-Dimethylpyrimidin-2-yloxy)-3-(2-(3,4-dimethoxybenzoyl-amino)ethoxy)-3,3-diphenylpropionic acid). RXN SMILES: [CH3:1][C:2]1[CH:7]=[C:6]([CH3:8])[N:5]=[C:4]([O:9][CH:10]([C:14]([O:27][CH2:28][CH2:29][NH2:30])([C:21]2[CH:26]=[CH:25][CH:24]=[CH:23][CH:22]=2)[C:15]2[CH:20]=[CH:19][CH:18]=[CH:17][CH:16]=2)[C:11]([OH:13])=[O:12])[N:3]=1.C(N(C(C)C)C(C)C)C.CN(C1C=CC=CN=1)C.[CH3:49][O:50][C:51]1[CH:52]=[C:53]([CH:57]=[CH:58][C:59]=1[O:60][CH3:61])[C:54](Cl)=[O:55]>C(Cl)Cl.C(OCC)C>[CH3:1][C:2]1[CH:7]=[C:6]([CH3:8])[N:5]=[C:4]([O:9][CH:10]([C:14]([O:27][CH2:28][CH2:29][NH:30][C:54](=[O:55])[C:53]2[CH:57]=[CH:58][C:59]([O:60][CH3:61])=[C:51]([O:50][CH3:49])[CH:52]=2)([C:21]2[CH:22]=[CH:23][CH:24]=[CH:25][CH:26]=2)[C:15]2[CH:20]=[CH:19][CH:18]=[CH:17][CH:16]=2)[C:11]([OH:13])=[O:12])[N:3]=1. Reported procedure: A solution of 1.0 g (2.5 mmol) of 2-(4,6-dimethylpyrimidin-2-yloxy)-3-(2-aminoethoxy)-3,3-diphenylpropionic acid in 10 ml of methylene chloride was successively admixed at room temperature with 0.35 g (2.7 mmol) of N-ethyldiisopropylamine, 0.03 g (0.2 mmol) of dimethylaminopyridine and 0.54 g (2.7 mmol) of 3,4-dimethoxybenzoyl chloride. The mixture was stirred at room temperature for 4 days and then diluted with diethyl ether and extracted with 1M hydrochloric acid and 1M aqueous sodium hydroxid... Starting materials: O1C(C(C2=C1C=CC=C2)=NO)=NO (benzofuran-2,3-dione dioxime), [H-].[Na+] (sodium hydride), O (water), S(=O)(=O)(OC)OC (dimethyl sulphate). The solvent is CN(C=O)C (dimethylformamide), CN(C=O)C (dimethylformamide). Run at time 1 hour. Product: CON=C1C(OC2=C1C=CC=C2)=NO (benzofuran-2,3-dione3-(O-methyl-oxime)2-oxime). Yield: 6.1%. As a reaction SMILES: [O:1]1[C:5]2[CH:6]=[CH:7][CH:8]=[CH:9][C:4]=2[C:3](=[N:10][OH:11])[C:2]1=[N:12][OH:13].[H-].[Na+].S(OC)(O[CH3:20])(=O)=O.O>CN(C)C=O>[CH3:20][O:11][N:10]=[C:3]1[C:4]2[CH:9]=[CH:8][CH:7]=[CH:6][C:5]=2[O:1][C:2]1=[N:12][OH:13] |f:1.2|. Reported procedure: A solution of 11 g (0.0617 mol) of benzofuran-2,3-dione dioxime in 50 ml of dimethylformamide is added dropwise to a suspension of 2.4 g (0.06 mol) of 60% strength sodium hydride in 25 ml of dimethylformamide, and stirring is effected at 20° C. for one hour. 7.55 g (0.06 mol) of dimethyl sulphate are then added dropwise and stirring is continued at 20° C. for a further 16 hours. The reaction mixture is poured into water and the resulting mixture is extracted with ethyl acetate, the organic phase...